The task is: describe an organic reaction: reactants, conditions, products, and yield. This data is from the Open Reaction Database (ORD), a public repository of structured organic reaction records. Starting materials: O.C1(C=2C(C(N1CCOCN1C=3N=C(NC(C3N=C1)=O)N)=O)=CC=CC2)=O (9-(2-phthalimidoethoxymethyl)guanine hydrate), NN (hydrazine). The solvent is C(C)O (ethanol). Reaction conditions: time 1 hour. Yields the product O.C(C)(=O)O.NCCOCN1C=2N=C(NC(C2N=C1)=O)N (9-(2-aminoethoxymethyl)guanine acetate monohydrate). The yield is 112.7%. As a reaction SMILES: [OH2:1].C1(=O)[N:6]([CH2:7][CH2:8][O:9][CH2:10][N:11]2[CH:19]=[N:18][C:17]3[C:16](=[O:20])[NH:15][C:14]([NH2:21])=[N:13][C:12]2=3)C(=O)C2=CC=CC=C12.NN>C(O)C>[OH2:9].[C:16]([OH:20])(=[O:1])[CH3:17].[NH2:6][CH2:7][CH2:8][O:9][CH2:10][N:11]1[CH:19]=[N:18][C:17]2[C:16](=[O:20])[NH:15][C:14]([NH2:21])=[N:13][C:12]1=2 |f:0.1,4.5.6|. Procedure details: To a stirred solution of tris trimethylsilylguanine (16.5 g) in toluene (50 ml) was added N-(2-chloromethoxyethyl)phthalimide (17.0 g) and triethylamine (23 ml). The reaction mixture was heated at reflux under nitrogen for 29 hours, cooled and evaporated under reduced pressure giving a dark brown oil. The oil was digested in ethanol (400 ml) on a steam bath for 40 minutes, giving a solid which was collected and washed with ethanol and ether. It was recrystallized from 2-methoxyethanol to give 9-... The reactants are CC(=O)O, O=C1CCC(=O)N1Cl, O=c1cc(OCc2ccc(F)cc2F)ccn1Cc1cccc(F)c1. Product: O=c1c(Cl)c(OCc2ccc(F)cc2F)ccn1Cc1cccc(F)c1. As a reaction SMILES: [C:34]([OH:35])(=[O:36])[CH3:37].[Cl:26][N:27]1[C:28](=[O:29])[CH2:30][CH2:31][C:32]1=[O:33].[F:1][c:2]1[c:3]([CH2:4][O:5][c:6]2[cH:7][c:8](=[O:20])[n:9]([CH2:12][c:13]3[cH:14][c:15]([F:19])[cH:16][cH:17][cH:18]3)[cH:10][cH:11]2)[cH:21][cH:22][c:23]([F:25])[cH:24]1>>[F:1][c:2]1[c:3]([CH2:4][O:5][c:6]2[c:7]([Cl:26])[c:8](=[O:20])[n:9]([CH2:12][c:13]3[cH:14][c:15]([F:19])[cH:16][cH:17][cH:18]3)[cH:10][cH:11]2)[cH:21][cH:22][c:23]([F:25])[cH:24]1.